From a dataset of the Open Reaction Database (ORD), a public repository of structured organic reaction records. describe an organic reaction: reactants, conditions, products, and yield Reaction SMILES: [Br:1][c:2]1[cH:3][cH:4][c:5]2[nH:6][cH:7][c:8]([CH2:9][CH2:10][N:11]([CH3:12])[CH3:13])[c:14]2[cH:15]1.[CH3:19][N:20]1[CH2:21][CH2:22][CH2:23][C:24]1=[O:25].[Cu:16][C:17]#[N:18].[NH3:26]>>[c:2]1([C:17]#[N:18])[cH:3][cH:4][c:5]2[nH:6][cH:7][c:8]([CH2:9][CH2:10][N:11]([CH3:12])[CH3:13])[c:14]2[cH:15]1. Reactants: CN(C)CCc1c[nH]c2ccc(Br)cc12, CN1CCCC1=O, N#C[Cu], N. Product: CN(C)CCc1c[nH]c2ccc(C#N)cc12.